Task: describe an organic reaction: reactants, conditions, products, and yield. Dataset: the Open Reaction Database (ORD), a public repository of structured organic reaction records Starting materials: C(CCC)NC1=C(C=CC=C1C)C (N-butyl-2,6-dimethylaniline), C(=O)(Cl)Cl (phosgene). Solvent: C1(=CC=CC=C1)C (toluene). Yields the product CC1=C(C(=CC=C1)C)N(C(=O)Cl)CCCC (2,6-dimethyl-N-butylphenylcarbamoyl chloride). Reaction SMILES: [CH2:1]([NH:5][C:6]1[C:11]([CH3:12])=[CH:10][CH:9]=[CH:8][C:7]=1[CH3:13])[CH2:2][CH2:3][CH3:4].[C:14](Cl)([Cl:16])=[O:15]>C1(C)C=CC=CC=1>[CH3:13][C:7]1[CH:8]=[CH:9][CH:10]=[C:11]([CH3:12])[C:6]=1[N:5]([CH2:1][CH2:2][CH2:3][CH3:4])[C:14]([Cl:16])=[O:15]. Procedure details: To a suspension of 31.5 g. of N-butyl-2,6-dimethylaniline in 400 ml. of toluene is added 50 ml. of phosgene. The solution is heated to reflux and refluxed for 30 minutes. The solvent is then allowed to distill off (ca 350 ml.) and then cooled. The solution is evaporated in vacuo to a light oil which is then dissolved into hexane, filtered and the hexane evaporated off in vacuo to give a milky oil which is then distilled to give 2,6-dimethyl-N-butylphenylcarbamoyl chloride (b.p. 105° C./0.1 mm) Starting materials: C1(=CC=CC=C1)C(C1=CC=CC=C1)OC(=O)C12C(=CC3C2(CC2C(CCC2C1(C3)C=O)C)COC31OC2C(O3)OC(C2OCC(=O)N)C1O)C(C)C (8a-[[[6-(aminocarbonylmethoxy)tetrahydro-7-hydroxy-2,5-methanofuro[2,3-d]-1,3-dioxol-2-yl]oxy]methyl]-4-formyl-4,4a,5,6,7,7a,8,8a-octahydro-7-methyl-3-(1-methylethyl)-1,4-methano-s-indacene-3a(1H)-carboxylic acid diphenylmethyl ester). The reagents and catalysts are [C].[Pd] (palladium-carbon). Run in C(C)(=O)OCC (ethyl acetate). Yields the product NC(=O)COC1C2OC3OC(OC31)(C2O)OCC23CC1C(CCC1C1(C3(C(=CC2C1)C(C)C)C(=O)O)C=O)C (8a-[[[6-(aminocarbonylmethoxy)tetrahydro-7-hydroxy-2,5-methanofuro[2,3-d]-1,3-dioxol-2-yl]oxy]methyl]-4-formyl-4,4a,5,6,7,7a,8,8a-octahydro-7-methyl-3-(1-methylethyl)-1,4-methano-s-indacene-3a(1H)-carboxylic acid). Yield: 80.1%. RXN SMILES: C1(C([O:14][C:15]([C:17]23[C:28]4([CH:30]=[O:31])[CH2:29][CH:20]([C:21]2([CH2:33][O:34][C:35]25[CH:48]([OH:49])[CH:41]6[CH:42]([O:43][CH2:44][C:45]([NH2:47])=[O:46])[CH:37]([CH:38]([O:40]6)[O:39]2)[O:36]5)[CH2:22][CH:23]2[CH:27]4[CH2:26][CH2:25][CH:24]2[CH3:32])[CH:19]=[C:18]3[CH:50]([CH3:52])[CH3:51])=[O:16])C2C=CC=CC=2)C=CC=CC=1>C(OCC)(=O)C.[C].[Pd]>[NH2:47][C:45]([CH2:44][O:43][CH:42]1[CH:37]2[CH:38]3[O:39][C:35]([O:34][CH2:33][C:21]45[CH:20]6[CH2:29][C:28]([CH:30]=[O:31])([C:17]4([C:15]([OH:16])=[O:14])[C:18]([CH:50]([CH3:51])[CH3:52])=[CH:19]6)[CH:27]4[CH:23]([CH:24]([CH3:32])[CH2:25][CH2:26]4)[CH2:22]5)([CH:48]([OH:49])[CH:41]1[O:40]3)[O:36]2)=[O:46] |f:2.3|. Reported procedure: 14 mg of compound (70) was dissolved in 3 ml of ethyl acetate and stirred together with a catalytic amount of 10% palladium-carbon under a hydrogen atmosphere at room temperature for 1.5 hours. The reaction solution was filtered and concentrated in vacuo. The reaction product was dissolved in 10 ml of methanol and washed with 10 ml of n-hexane four times, and the lower layer was concentrated in vacuo to give 8.6 mg of compound (71) as a colorless solid. Starting materials: CC1=CC=C(C=C1)S(=O)(=O)O.CC1=C(C=C(C(N1C1=CC(=CC=C1)C(F)(F)F)=O)C(=O)NCC1=NC=C(C=C1)S(=O)(=O)C)C1=CC=NN1C (6-methyl-5-(1-methyl-1H-pyrazol-5-yl)-N-{[5-(methylsulfonyl)pyridin-2-yl]methyl}-2-oxo-1-[3-(trifluoromethyl)phenyl]-1,2-dihydropyridine-3-carboxamide 4-methylbenzenesulfonate), S(=O)(=O)([O-])C1=CC=C(C)C=C1 (tosylate), CC1=CC=C(C=C1)S(=O)(=O)O.CC1=C(C=C(C(N1C1=CC(=CC=C1)C(F)(F)F)=O)C(=O)NCC1=NC=C(C=C1)S(=O)(=O)C)C1=CC=NN1C (6-methyl-5-(1-methyl-1H-pyrazol-5-yl)-N-{[5-(methylsulfonyl)pyridin-2-yl]methyl}-2-oxo-1-[3-(trifluoromethyl)phenyl]-1,2-dihydropyridine-3-carboxamide 4-methylbenzenesulfonate), C(C)S(=O)(=O)O (ethane sulfonic acid). Yields the product CC1=CC=C(C=C1)S(=O)(=O)O.CC1=C(C=C(C(N1C1=CC(=CC=C1)C(F)(F)F)=O)C(=O)NCC1=NC=C(C=C1)S(=O)(=O)C)C1=CC=NN1C (6-methyl-5-(1-methyl-1H-pyrazol-5-yl)-N-{[5-(methylsulfonyl)pyridin-2-yl]methyl}-2-oxo-1-[3-(trifluoromethyl)phenyl]-1,2-dihydropyridine-3-carboxamide 4-methylbenzenesulfonate), S(=O)(=O)([O-])CC (esylate). As a reaction SMILES: [CH3:1][C:2]1[CH:7]=[CH:6][C:5]([S:8]([OH:11])(=[O:10])=[O:9])=[CH:4][CH:3]=1.[CH3:12][C:13]1[N:18]([C:19]2[CH:24]=[CH:23][CH:22]=[C:21]([C:25]([F:28])([F:27])[F:26])[CH:20]=2)[C:17](=[O:29])[C:16]([C:30]([NH:32][CH2:33][C:34]2[CH:39]=[CH:38][C:37]([S:40]([CH3:43])(=[O:42])=[O:41])=[CH:36][N:35]=2)=[O:31])=[CH:15][C:14]=1[C:44]1[N:48]([CH3:49])[N:47]=[CH:46][CH:45]=1.[S:50]([C:54]1C=CC(C)=C[CH:55]=1)([O-:53])(=[O:52])=[O:51].C(S(O)(=O)=O)C>>[CH3:1][C:2]1[CH:3]=[CH:4][C:5]([S:8]([OH:11])(=[O:10])=[O:9])=[CH:6][CH:7]=1.[CH3:12][C:13]1[N:18]([C:19]2[CH:24]=[CH:23][CH:22]=[C:21]([C:25]([F:27])([F:26])[F:28])[CH:20]=2)[C:17](=[O:29])[C:16]([C:30]([NH:32][CH2:33][C:34]2[CH:39]=[CH:38][C:37]([S:40]([CH3:43])(=[O:42])=[O:41])=[CH:36][N:35]=2)=[O:31])=[CH:15][C:14]=1[C:44]1[N:48]([CH3:49])[N:47]=[CH:46][CH:45]=1.[S:50]([CH2:54][CH3:55])([O-:53])(=[O:52])=[O:51] |f:0.1,4.5|. Procedure details: Compound (I) esylate was synthesized using an analogous method to that described for the synthesis of compound (I) tosylate in Example 8a from compound (I) (50 mg, 0.092 mmol) and ethane sulfonic acid (9.3 mg, 0.092 mmol). No precipitation was obtained after stirring over night. The solvent was evaporated and ethyl acetate (2 ml) was added. A suspension was formed. The suspension was stirred over night, was filtered and dried under vacuum at 50° C. to give the title product; yield 49 mg, 0.075 m... The reactants are P(=O)(Cl)(Cl)Cl (phosphorus oxychloride), CN(C=O)C (dimethylformamide), CN1CCCCC2=C1C=CC=C2 (2,3,4,5-tetrahydro-1-methyl-1H-1-benzazepine), [OH-].[Na+] (sodium hydroxide). Conditions: temperature 70 celsius, time 5 hour. Yields the product CN1CCCCC2=C1C=CC(=C2)C=O (2,3,4,5-tetrahydro-1-methyl-1H-1-benzazepine-7-carboxaldehyde). As a reaction SMILES: P(Cl)(Cl)(Cl)=O.[CH3:6][N:7]1[C:13]2[CH:14]=[CH:15][CH:16]=[CH:17][C:12]=2[CH2:11][CH2:10][CH2:9][CH2:8]1.[OH-].[Na+].CN(C)[CH:22]=[O:23]>>[CH3:6][N:7]1[C:13]2[CH:14]=[CH:15][C:16]([CH:22]=[O:23])=[CH:17][C:12]=2[CH2:11][CH2:10][CH2:9][CH2:8]1 |f:2.3|. Reported procedure: 45 ml of dimethylformamide were treated under an argon atmosphere with 16.2 ml of phosphorus oxychloride. After the reaction had faded away, 7.30 g of 2,3,4,5-tetrahydro-1-methyl-1H-1-benzazepine were added and the reaction mixture was stirred at 70° C. for 5 hours. Thereafter, the mixture was poured on to ice, made alkaline with sodium hydroxide solution, extracted with ether, washed with water, dried and evaporated. Chromatography on silica gel (petroleum ether/ethyl acetate (87:13)) yielded 4... Starting materials: CSC1=CC=C(C=C1)C1=NNC(S1)C(=O)OC(C)(C)C (t-Butyl 2,3-dihydro-5-[4-(methylthio]phenyl]-1,3,4-thiadiazole-2-carboxylate), C(C)OC(=O)[C@H](CCC1=CC=CC=C1)N[C@@H](C)C(=O)O (N-(1-(S)-ethoxycarbonyl-3-phenylpropyl)-L-alanine). Reported procedure: Prepared from the product of step e) and N-(1-(S)-ethoxycarbonyl-3-phenylpropyl)-L-alanine by similar processes to those of Example 1, steps b and c as a yellow oil. Reaction SMILES: [CH3:1][S:2][C:3]1[CH:8]=[CH:7][C:6]([C:9]2[S:13][CH:12]([C:14]([O:16][C:17]([CH3:20])([CH3:19])[CH3:18])=[O:15])[NH:11][N:10]=2)=[CH:5][CH:4]=1.[CH2:21]([O:23][C:24]([C@@H:26]([NH:35][C@H:36]([C:38](O)=[O:39])[CH3:37])[CH2:27][CH2:28][C:29]1[CH:34]=[CH:33][CH:32]=[CH:31][CH:30]=1)=[O:25])[CH3:22]>>[CH2:21]([O:23][C:24]([C@@H:26]([NH:35][C@H:36]([C:38]([N:11]1[N:10]=[C:9]([C:6]2[CH:5]=[CH:4][C:3]([S:2][CH3:1])=[CH:8][CH:7]=2)[S:13][C@H:12]1[C:14]([O:16][C:17]([CH3:20])([CH3:19])[CH3:18])=[O:15])=[O:39])[CH3:37])[CH2:27][CH2:28][C:29]1[CH:34]=[CH:33][CH:32]=[CH:31][CH:30]=1)=[O:25])[CH3:22]. Yields the product C(C)OC(=O)[C@H](CCC1=CC=CC=C1)N[C@@H](C)C(=O)N1[C@@H](SC(=N1)C1=CC=C(C=C1)SC)C(=O)OC(C)(C)C (t-Butyl 3-[N-(1-(S)-ethoxycarbonyl-3-phenylpropyl)-L-alanyl]-2,3-dihydro-5-[4-(methylthio]phenyl]-1,3,4-thiadiazole-2-(S)-carboxylate).